Dataset: the Open Reaction Database (ORD), a public repository of structured organic reaction records. Task: describe an organic reaction: reactants, conditions, products, and yield The reactants are CC1=C(N=C2SC=CN21)CO (5-methyl-6-hydroxymethyl-imidazo-(2,1-b)thiazole), ClC1=CC=C(C(=O)Cl)C=C1 (p-chlorobenzoyl chlorine), N1=CC=CC=C1 (pyridine). The solvent is C(Cl)(Cl)Cl (chloroform), C(Cl)(Cl)Cl (chloroform), C(C)(C)O (isopropanol). Reaction conditions: time 30 minute. The product is Cl.CC=1N2C(SC1)=NC(=C2)COC(C2=CC=C(C=C2)Cl)=O (3-methyl-6-p-chlorobenzoyloxymethyl-imidazo-(2,1-b)thiazole hydrochloride). As a reaction SMILES: C[C:2]1[N:9]2[C:5]([S:6][CH:7]=[CH:8]2)=[N:4][C:3]=1[CH2:10][OH:11].[Cl:12][C:13]1[CH:21]=[CH:20][C:16]([C:17](Cl)=[O:18])=[CH:15][CH:14]=1.N1C=CC=C[CH:23]=1>C(Cl)(Cl)Cl.C(O)(C)C>[ClH:12].[CH3:23][C:8]1[N:9]2[CH:2]=[C:3]([CH2:10][O:11][C:17](=[O:18])[C:16]3[CH:20]=[CH:21][C:13]([Cl:12])=[CH:14][CH:15]=3)[N:4]=[C:5]2[S:6][CH:7]=1 |f:5.6|. Procedure details: A solution of 5 g of 5-methyl-6-hydroxymethyl-imidazo-(2,1-b)thiazole in 100 ml of dry chloroform is dropped at room temperature into a solution of 20 ml of p-chlorobenzoyl chlorine and 12 ml of pyridine in 75 ml of dry chloroform. The solution is stirred for 30 minutes at room temperature and filtered. The filtrate is concentrated under vacuum; the residue obtained is dissolved in isopropanol and a stream of dry hydrogen chloride is bubbled into the solution to yield 6 g of 3-methyl-6-p-chlorob... The reactants are CON(C(=O)[C@H]1N(C[C@H](C1)C)C(=O)OC(C)(C)C)C ((2S,4S)-tert-butyl 2-(methoxy(methyl)carbamoyl)-4-methylpyrrolidine-1-carboxylate), [H-].[Al+3].[Li+].[H-].[H-].[H-] (lithium aluminum hydride). Solvent: C1CCOC1 (THF). Run at temperature -78 celsius, time 1 hour. The product is C(=O)[C@H]1N(C[C@H](C1)C)C(=O)OC(C)(C)C ((2S,4S)-tert-butyl 2-formyl-4-methylpyrrolidine-1-carboxylate). Reaction SMILES: CON(C)[C:4]([C@@H:6]1[CH2:10][C@H:9]([CH3:11])[CH2:8][N:7]1[C:12]([O:14][C:15]([CH3:18])([CH3:17])[CH3:16])=[O:13])=[O:5].[H-].[Al+3].[Li+].[H-].[H-].[H-]>C1COCC1>[CH:4]([C@@H:6]1[CH2:10][C@H:9]([CH3:11])[CH2:8][N:7]1[C:12]([O:14][C:15]([CH3:16])([CH3:18])[CH3:17])=[O:13])=[O:5] |f:1.2.3.4.5.6|. Procedure: (2S,4S)-tert-butyl 2-(methoxy(methyl)carbamoyl)-4-methylpyrrolidine-1-carboxylate (5.30 g, 19.5 mmol) was dissolved in 120 mL THF, cooled to −78° C. and treated with lithium aluminum hydride (1M in THF, 19.5 mL, 19.5 mmol) dropwise via addition funnel. After 1 hour, the mixture was brought to 0° C. and kept at that temperature for 2 hours. It was quenched by dropwise addition of a 50 mL solution of 3.0 g KHSO4 in water, removed from the ice bath, and stirred 15 minutes at room temperature. The p... Reactants: O=C([O-])[O-], CCOC(C)=O, CO, [K+], [K+], O, CC(S)C(=O)N1CSCC1C(=O)O, Cc1ccc(C(=O)Cl)cc1. The product is Cc1ccc(C(=O)SC(C)C(=O)N2CSCC2C(=O)O)cc1. As a reaction SMILES: [C:14](=[O:15])([O-:16])[O-:17].[CH3:30][CH2:31][O:32][C:33](=[O:34])[CH3:35].[CH3:37][OH:38].[K+:18].[K+:19].[OH2:36].[SH:1][CH:2]([C:3](=[O:4])[N:5]1[CH2:6][S:7][CH2:8][CH:9]1[C:10](=[O:11])[OH:12])[CH3:13].[c:20]1([CH3:29])[cH:21][cH:22][c:23]([C:26](=[O:27])[Cl:28])[cH:24][cH:25]1>>[S:1]([CH:2]([C:3](=[O:4])[N:5]1[CH2:6][S:7][CH2:8][CH:9]1[C:10](=[O:11])[OH:12])[CH3:13])[C:26]([c:23]1[cH:22][cH:21][c:20]([CH3:29])[cH:25][cH:24]1)=[O:27].